Task: describe an organic reaction: reactants, conditions, products, and yield. Dataset: the Open Reaction Database (ORD), a public repository of structured organic reaction records Starting materials: COCCCN1CCOc2ccc(COC3CN(S(=O)(=O)c4ccc(C)cc4)C(CCC(=O)O)CC3c3ccc(COCC(C)COC)cc3)cc21, CO, [Mg+2], O=S(=O)([O-])[O-], C[Si](C)(C)C=[N+]=[N-]. The product is COCCCN1CCOc2ccc(COC3CN(S(=O)(=O)c4ccc(C)cc4)C(CCC(=O)OC)CC3c3ccc(COCC(C)COC)cc3)cc21. As a reaction SMILES: [CH3:1][O:2][CH2:3][CH:4]([CH2:5][O:6][CH2:7][c:8]1[cH:9][cH:10][c:11]([CH:14]2[CH2:15][CH:16]([CH2:47][CH2:48][C:49](=[O:50])[OH:51])[N:17]([S:37](=[O:38])(=[O:39])[c:40]3[cH:41][cH:42][c:43]([CH3:46])[cH:44][cH:45]3)[CH2:18][CH:19]2[O:20][CH2:21][c:22]2[cH:23][cH:24][c:25]3[c:26]([cH:36]2)[N:27]([CH2:31][CH2:32][CH2:33][O:34][CH3:35])[CH2:28][CH2:29][O:30]3)[cH:12][cH:13]1)[CH3:52].[CH3:66][OH:67].[Mg+2:60].[O-:61][S:62](=[O:63])(=[O:64])[O-:65].[Si:53]([CH3:54])([CH:55]=[N+:56]=[N-:57])([CH3:58])[CH3:59]>>[CH3:1][O:2][CH2:3][CH:4]([CH2:5][O:6][CH2:7][c:8]1[cH:9][cH:10][c:11]([CH:14]2[CH2:15][CH:16]([CH2:47][CH2:48][C:49]([O:50][CH3:54])=[O:51])[N:17]([S:37](=[O:38])(=[O:39])[c:40]3[cH:41][cH:42][c:43]([CH3:46])[cH:44][cH:45]3)[CH2:18][CH:19]2[O:20][CH2:21][c:22]2[cH:23][cH:24][c:25]3[c:26]([cH:36]2)[N:27]([CH2:31][CH2:32][CH2:33][O:34][CH3:35])[CH2:28][CH2:29][O:30]3)[cH:12][cH:13]1)[CH3:52]. Reactants: C(C)(=O)OC[C@H](C)N1C(C(CC1=O)(C)C)=O ((S)-2-(3,3-dimethyl-2,5-dioxopyrrolidin-1-yl)propyl acetate), [H-].[H-].[H-].[H-].[Li+].[Al+3] (LiAlH4). Solvent: C(C)OCC (diethyl ether), C(C)OCC (diethyl ether). Conditions: time 8 hour. Product: CC1(CN(CC1)[C@H](CO)C)C ((S)-2-(3,3-dimethylpyrrolidin-1-yl)propan-1-ol). Yield: 55.6%. RXN SMILES: C([O:4][CH2:5][C@@H:6]([N:8]1[C:12](=O)[CH2:11][C:10]([CH3:15])([CH3:14])[C:9]1=O)[CH3:7])(=O)C.[H-].[H-].[H-].[H-].[Li+].[Al+3]>C(OCC)C>[CH3:14][C:10]1([CH3:15])[CH2:11][CH2:12][N:8]([C@@H:6]([CH3:7])[CH2:5][OH:4])[CH2:9]1 |f:1.2.3.4.5.6|. Reported procedure: A solution of (S)-2-(3,3-dimethyl-2,5-dioxopyrrolidin-1-yl)propyl acetate (6.15 g, 27.1 mmol) in anhydrous diethyl ether (20 mL) was added to a suspension of LiAlH4 (3.0 g, 79 mmol) in anhydrous diethyl ether (250 mL) at room temperature under nitrogen atmosphere. After stirring at room temperature overnight, the reaction mixture was quenched with H2O (3 mL). The resulting suspension was filtered, and the filter cake was washed with ethyl acetate (50 mL). The combined filtrate was concentrated u... The reactants are [N+](=O)([O-])C=1C=C(C=O)C=CC1 (3-nitrobenzaldehyde), ice water, [OH-].[NH4+] (ammonium hydroxide), C(CC)(=O)OC(CC)=O (propionic anhydride), C(CC)(=O)[O-].[Na+] (sodium propionate). Product: CC(C(=O)O)=CC1=CC(=CC=C1)[N+](=O)[O-] (2-Methyl-3-(3-Nitrophenyl)propenoic Acid). Reaction SMILES: [N+:1]([C:4]1[CH:5]=[C:6]([CH:9]=[CH:10][CH:11]=1)[CH:7]=O)([O-:3])=[O:2].[C:12]([O:16]C(=O)CC)(=[O:15])[CH2:13][CH3:14].C([O-])(=O)CC.[Na+].[OH-].[NH4+]>>[CH3:14][C:13](=[CH:7][C:6]1[CH:9]=[CH:10][CH:11]=[C:4]([N+:1]([O-:3])=[O:2])[CH:5]=1)[C:12]([OH:16])=[O:15] |f:2.3,4.5|. Reported procedure: A mixture of 75 g. of 3-nitrobenzaldehyde, 98 g. of propionic anhydride and 48 g. of sodium propionate was heated at 170° to 175° C. for 1.25 hours, and then it was cooled and poured into 750 ml. of ice-water. Concentrated ammonium hydroxide was then added until a basic pH was obtained. The mixture was warmed on a steam bath for a few minutes and then the small amount of insoluble material was removed by filtration. The filtrate was acidified with concentrated hydrochloric acid and the solid was... Reactants: [N+](=O)([O-])C1=C(C=C(C=C1)OC1=C(C=C(C=C1)C(F)(F)F)Cl)P(O)=O (2-nitro-5-(2-chloro-4-trifluoromethylphenoxy)phenylphosphinic acid), [PH2](=O)Cl (phosphinic chloride), ON=C(C(=O)OCC)C (ethyl 2-hydroxyiminopropionate). The product is [N+](=O)([O-])C1=C(C=C(C=C1)OC1=C(C=C(C=C1)C(F)(F)F)Cl)P(=O)ON=C(C(=O)OCC)C (ethyl 2-[2-nitro-5-(2-chloro-4-trifluoromethylphenoxy)phenylphosphinyloxyimino]propionate). RXN SMILES: [N+:1]([C:4]1[CH:9]=[CH:8][C:7]([O:10][C:11]2[CH:16]=[CH:15][C:14]([C:17]([F:20])([F:19])[F:18])=[CH:13][C:12]=2[Cl:21])=[CH:6][C:5]=1[PH:22](=[O:24])[OH:23])([O-:3])=[O:2].[PH2](Cl)=O.O[N:29]=[C:30]([CH3:36])[C:31]([O:33][CH2:34][CH3:35])=[O:32]>>[N+:1]([C:4]1[CH:9]=[CH:8][C:7]([O:10][C:11]2[CH:16]=[CH:15][C:14]([C:17]([F:18])([F:19])[F:20])=[CH:13][C:12]=2[Cl:21])=[CH:6][C:5]=1[PH:22]([O:23][N:29]=[C:30]([CH3:36])[C:31]([O:33][CH2:34][CH3:35])=[O:32])=[O:24])([O-:3])=[O:2]. Procedure: Following the procedure of Example 1, the phosphinic acid is halogenated to the corresponding phosphinic chloride, which is then reacted with ethyl 2-hydroxyiminopropionate to yield ethyl 2-[2-nitro-5-(2-chloro-4-trifluoromethylphenoxy)phenylphosphinyloxyimino]propionate. The reactants are N(=NC(=O)OC(C)C)C(=O)OC(C)C (diisopropyl azodicarboxylate), OC(CNC(OCC1=CC=CC=C1)=O)COC(C)C (racemic benzyl (2-hydroxy-3-isopropoxypropyl)carbamate), C1(C=2C(C(N1)=O)=CC=CC2)=O (phthalimide), C1(=CC=CC=C1)P(C1=CC=CC=C1)C1=CC=CC=C1 (triphenylphosphine). The solvent is O1CCCC1 (tetrahydrofuran). Reaction conditions: time 2 hour. Product: O=C1N(C(C2=CC=CC=C12)=O)C(CNC(OCC1=CC=CC=C1)=O)COC(C)C (rac-Benzyl [2-(1,3-dioxo-1,3-dihydro-2H-isoindol-2-yl)-3-isopropoxypropyl]carbamate). As a reaction SMILES: O[CH:2]([CH2:15][O:16][CH:17]([CH3:19])[CH3:18])[CH2:3][NH:4][C:5](=[O:14])[O:6][CH2:7][C:8]1[CH:13]=[CH:12][CH:11]=[CH:10][CH:9]=1.[C:20]1(=[O:30])[NH:24][C:23](=[O:25])[C:22]2=[CH:26][CH:27]=[CH:28][CH:29]=[C:21]12.C1(P(C2C=CC=CC=2)C2C=CC=CC=2)C=CC=CC=1.N(C(OC(C)C)=O)=NC(OC(C)C)=O>O1CCCC1>[O:25]=[C:23]1[C:22]2[C:21](=[CH:29][CH:28]=[CH:27][CH:26]=2)[C:20](=[O:30])[N:24]1[CH:2]([CH2:15][O:16][CH:17]([CH3:19])[CH3:18])[CH2:3][NH:4][C:5](=[O:14])[O:6][CH2:7][C:8]1[CH:13]=[CH:12][CH:11]=[CH:10][CH:9]=1. Reported procedure: At RT, 1.28 g of racemic benzyl (2-hydroxy-3-isopropoxypropyl)carbamate (4.79 mmol, 1 equivalent), 0.85 g of phthalimide (5.75 mmol, 1.2 equivalents) and 1.88 g of triphenylphosphine (7.2 mmol, 1.5 equivalent) were initially charged in 20 ml of dry tetrahydrofuran. 1.42 ml of diisopropyl azodicarboxylate (7.2 mmol, 1.5 equivalent) were added dropwise, and the mixture was stirred at RT for 2 h. The reaction mixture was concentrated under reduced pressure and purified by chromatography on silica g... The reactants are C(C=C(C)C)(=O)OC(C)(C=C)C (2-methyl-3-buten-2-yl senecioate), CO (methanol). Solvent: O (water). Conditions: time 22 hour. Yields the product C(=C)(C)C(C(=O)O)CC=C(C)C (2-isopropenyl-5-methyl-4-hexenoic acid). Isolated yield 200.0%. As a reaction SMILES: [C:1]([O:7]C(C)(C=C)C)(=[O:6])[CH:2]=[C:3]([CH3:5])[CH3:4].CO>O>[C:3]([CH:2]([CH2:1][CH:2]=[C:3]([CH3:5])[CH3:4])[C:1]([OH:7])=[O:6])([CH3:4])=[CH2:5]. Procedure details: In a nitrogen atmosphere, a mixture of the 125 mmol of sodium hydride, obtained from 5.00 g of a 60% suspension in mineral oil by removal of mineral oil with n-hexane washing, and 30 ml of toluene was heated to reflux with stirring, and subjected to dropwise addition of 20.0 g of 2-methyl-3-buten-2-yl senecioate having a purity of 96.9% over one hour. After reflux was continued for 22 hours, the reaction mixture was cooled to room temperature, and 10 ml of methanol and 40 ml of water were added ... The reactants are C(=O)C1=CC=C(O1)C1=CC=C(C=C1)S(=O)(=O)N (4-(5-formylfuran-2-yl)benzenesulfonamide), ClC=1C=C2CC(NC2=CC1)=O (5-chlorooxindole), N1CCCCC1 (piperidine). The solvent is CCO (EtOH). Run at temperature 70 celsius. Product: ClC=1C=C2C(C(NC2=CC1)=O)=CC1=CC=C(O1)C1=CC=C(C=C1)S(=O)(=O)N (4-(5-((5-chloro-2-oxoindolin-3-ylidene)methyl)furan-2-yl)benzenesulfonamide). RXN SMILES: [CH:1]([C:3]1[O:7][C:6]([C:8]2[CH:13]=[CH:12][C:11]([S:14]([NH2:17])(=[O:16])=[O:15])=[CH:10][CH:9]=2)=[CH:5][CH:4]=1)=O.[Cl:18][C:19]1[CH:20]=[C:21]2[C:25](=[CH:26][CH:27]=1)[NH:24][C:23](=[O:28])[CH2:22]2.N1CCCCC1>CCO>[Cl:18][C:19]1[CH:20]=[C:21]2[C:25](=[CH:26][CH:27]=1)[NH:24][C:23](=[O:28])[C:22]2=[CH:1][C:3]1[O:7][C:6]([C:8]2[CH:9]=[CH:10][C:11]([S:14]([NH2:17])(=[O:15])=[O:16])=[CH:12][CH:13]=2)=[CH:5][CH:4]=1. Reported procedure: To 4-(5-formylfuran-2-yl)benzenesulfonamide (30 mg, 0.120 mmol) in EtOH was added 5-chlorooxindole (20 mg, 0.120 mmol) and piperidine (12 μL, 0.120 mmol). The mixture was stirred at 70° C. for several hours. The solid formed was isolated by filtration and air dried to yield 4-(5-((5-chloro-2-oxoindolin-3-ylidene)methyl)furan-2-yl)benzenesulfonamide. LC-MS (M+1=401). The reactants are O=C([O-])O, CN(CCCCCOc1ccc(C2=C(c3ccccc3)CCCc3cc(OC4CCCCO4)ccc32)cc1)CCCC(F)(F)C(F)(F)F, CN1CCCC1=O, CO, [Na+], O, O=C(O)C(=O)O. Yields the product CN(CCCCCOc1ccc(C2=C(c3ccccc3)CCCc3cc(O)ccc32)cc1)CCCC(F)(F)C(F)(F)F. Reaction SMILES: [C:62](=[O:63])([OH:64])[O-:65].[CH3:1][N:2]([CH2:3][CH2:4][CH2:5][CH2:6][CH2:7][O:8][c:9]1[cH:10][cH:11][c:12]([C:15]2=[C:16]([c:33]3[cH:34][cH:35][cH:36][cH:37][cH:38]3)[CH2:17][CH2:18][CH2:19][c:20]3[c:21]2[cH:22][cH:23][c:24]([O:26][CH:27]2[CH2:28][CH2:29][CH2:30][CH2:31][O:32]2)[cH:25]3)[cH:13][cH:14]1)[CH2:39][CH2:40][CH2:41][C:42]([C:43]([F:44])([F:45])[F:46])([F:47])[F:48].[CH3:49][N:50]1[CH2:51][CH2:52][CH2:53][C:54]1=[O:55].[CH3:67][OH:68].[Na+:66].[OH2:69].[OH:56][C:57]([C:58](=[O:59])[OH:60])=[O:61]>>[CH3:1][N:2]([CH2:3][CH2:4][CH2:5][CH2:6][CH2:7][O:8][c:9]1[cH:10][cH:11][c:12]([C:15]2=[C:16]([c:33]3[cH:34][cH:35][cH:36][cH:37][cH:38]3)[CH2:17][CH2:18][CH2:19][c:20]3[c:21]2[cH:22][cH:23][c:24]([OH:26])[cH:25]3)[cH:13][cH:14]1)[CH2:39][CH2:40][CH2:41][C:42]([C:43]([F:44])([F:45])[F:46])([F:47])[F:48].